This data is from the Open Reaction Database (ORD), a public repository of structured organic reaction records. The task is: describe an organic reaction: reactants, conditions, products, and yield Reactants: CCCC1CCC(C2CCC(=O)CC2)CC1, CCCCOc1cccc(F)c1F, C1CCOC1, [Li]CCCC, Cl. Yields the product CCCCOc1ccc(C2(O)CCC(C3CCC(CCC)CC3)CC2)c(F)c1F. As a reaction SMILES: [CH2:19]([CH2:20][CH3:21])[CH:22]1[CH2:23][CH2:24][CH:25]([CH:28]2[CH2:29][CH2:30][C:31](=[O:34])[CH2:32][CH2:33]2)[CH2:26][CH2:27]1.[CH2:1]([CH2:2][CH2:3][CH3:4])[O:5][c:6]1[c:7]([F:13])[c:8]([F:12])[cH:9][cH:10][cH:11]1.[CH2:36]1[O:37][CH2:38][CH2:39][CH2:40]1.[CH3:14][CH2:15][CH2:16][CH2:17][Li:18].[ClH:35]>>[CH2:1]([CH2:2][CH2:3][CH3:4])[O:5][c:6]1[c:7]([F:13])[c:8]([F:12])[c:9]([C:31]2([OH:34])[CH2:30][CH2:29][CH:28]([CH:25]3[CH2:24][CH2:23][CH:22]([CH2:19][CH2:20][CH3:21])[CH2:27][CH2:26]3)[CH2:33][CH2:32]2)[cH:10][cH:11]1. The reactants are C(C)(C)(C)OC(NCCCO)=O ((3-hydroxypropyl)-carbamic acid tert-butyl ester), C1(=CC=CC=C1)P(C1=CC=CC=C1)C1=CC=CC=C1 (triphenylphosphine), N1C=NC=C1 (imidazole), II (iodine). Solvent: C(Cl)Cl (CH2Cl2), C(Cl)Cl (CH2Cl2). Run at time 14 hour. The product is C(C)(C)(C)OC(NCCCI)=O ((3-Iodopropyl)-carbamic Acid Tert-butyl Ester). RXN SMILES: C1(P(C2C=CC=CC=2)C2C=CC=CC=2)C=CC=CC=1.N1C=CN=C1.[I:25]I.[C:27]([O:31][C:32](=[O:38])[NH:33][CH2:34][CH2:35][CH2:36]O)([CH3:30])([CH3:29])[CH3:28]>C(Cl)Cl>[C:27]([O:31][C:32](=[O:38])[NH:33][CH2:34][CH2:35][CH2:36][I:25])([CH3:30])([CH3:29])[CH3:28]. Reported procedure: To a solution of triphenylphosphine (28.5 g, 108.6 mmol) and imidazole (7.39 g, 108.6 mmol) in CH2Cl2 (400 mL) at RT, is added iodine (28.92 g, 113.95 mmol) portionwise. To this solution is added a solution of (3-hydroxypropyl)-carbamic acid tert-butyl ester (18.66 g, 106.49 mmol) (Synthesis 1990, 366) in CH2Cl2 (75 mL) dropwise and the mixture allowed to stir at RT for 14 h. The mixture is then filtered and the filtrate concentrated to a crude red oil, which is partitioned between ether and sat... Reactants: Cc1ccccc1NC1(C(N)=O)CCN(Cc2ccccc2)CC1, CCOC(OCC)OCC. Yields the product Cc1ccccc1N1C=NC(=O)C12CCN(Cc1ccccc1)CC2. RXN SMILES: [CH3:1][c:2]1[c:3]([NH:8][C:9]2([C:22](=[O:23])[NH2:24])[CH2:10][CH2:11][N:12]([CH2:15][c:16]3[cH:17][cH:18][cH:19][cH:20][cH:21]3)[CH2:13][CH2:14]2)[cH:4][cH:5][cH:6][cH:7]1.[CH:25]([O:26][CH2:27][CH3:28])([O:29][CH2:30][CH3:31])[O:32][CH2:33][CH3:34]>>[CH3:1][c:2]1[c:3]([N:8]2[C:9]3([CH2:10][CH2:11][N:12]([CH2:15][c:16]4[cH:17][cH:18][cH:19][cH:20][cH:21]4)[CH2:13][CH2:14]3)[C:22](=[O:23])[N:24]=[CH:25]2)[cH:4][cH:5][cH:6][cH:7]1.